This data is from the Open Reaction Database (ORD), a public repository of structured organic reaction records. The task is: describe an organic reaction: reactants, conditions, products, and yield As a reaction SMILES: [CH3:1][N:2]([C:19]1[CH:20]=[N:21][CH:22]=[CH:23][C:24]=1[C:25]1[CH:30]=[CH:29][CH:28]=[CH:27][CH:26]=1)[C:3](=[O:18])[C:4]1[CH:9]=[C:8]([C:10]([F:13])([F:12])[F:11])[CH:7]=[C:6](C(F)(F)F)[CH:5]=1.[CH3:31][S:32](C1C=C(C=C(C(F)(F)F)C=1)C(O)=O)(=[O:34])=[O:33]>>[CH3:31][S:32]([C:6]1[CH:5]=[C:4]([CH:9]=[C:8]([C:10]([F:13])([F:12])[F:11])[CH:7]=1)[C:3]([N:2]([CH3:1])[C:19]1[CH:20]=[N:21][CH:22]=[CH:23][C:24]=1[C:25]1[CH:30]=[CH:29][CH:28]=[CH:27][CH:26]=1)=[O:18])(=[O:34])=[O:33]. Reported procedure: The title compound was prepared in analogy to example 284, from methyl-(4-phenyl-pyridin-3-yl)-amine (example 322, intermediate) and 3-methanesulfonyl-5-trifluoromethyl-benzoic acid (example 114, intermediate a). Off-white solid (34%). MS (ESI): m/z=435.2 [M+H]+. Reactants: CN(C(C1=CC(=CC(=C1)C(F)(F)F)C(F)(F)F)=O)C=1C=NC=CC1C1=CC=CC=C1 (N-Methyl-N-(4-phenyl-pyridin-3-yl)-3,5-bis-trifluoromethyl-benzamide), CS(=O)(=O)C=1C=C(C(=O)O)C=C(C1)C(F)(F)F (3-methanesulfonyl-5-trifluoromethyl-benzoic acid), solid. Product: CS(=O)(=O)C=1C=C(C(=O)N(C=2C=NC=CC2C2=CC=CC=C2)C)C=C(C1)C(F)(F)F (3-Methanesulfonyl-N-methyl-N-(4-phenyl-pyridin-3-yl)-5-trifluoromethyl-benzamide). The reactants are ice water, COC1=NC(=NC(=C1)OC)OC1=CC=CC(=C1C(=O)O)F (6-(4,6-dimethoxypyrimidin-2-yl)oxy-2-fluorobenzoic acid), C(=O)(N1C=NC=C1)N1C=NC=C1 (carbonyldiimidazole), C[Si](CCO)(C)C (2-(trimethylsilyl)ethanol), C([O-])([O-])=O.[K+].[K+] (potassium carbonate). Run in O1CCCC1 (tetrahydrofuran). Reaction conditions: time 1 hour. The product is COC1=NC(=NC(=C1)OC)OC1=CC=CC(=C1C(=O)OCC[Si](C)(C)C)F (2-(trimethylsilyl)ethyl 6-(4,6-dimethoxypyrimidin-2-yl)oxy-2-fluorobenzoate). As a reaction SMILES: [CH3:1][O:2][C:3]1[CH:8]=[C:7]([O:9][CH3:10])[N:6]=[C:5]([O:11][C:12]2[C:17]([C:18]([OH:20])=[O:19])=[C:16]([F:21])[CH:15]=[CH:14][CH:13]=2)[N:4]=1.C(N1C=CN=C1)(N1C=CN=C1)=O.[CH3:34][Si:35]([CH3:40])([CH3:39])[CH2:36][CH2:37]O.C(=O)([O-])[O-].[K+].[K+]>O1CCCC1>[CH3:10][O:9][C:7]1[CH:8]=[C:3]([O:2][CH3:1])[N:4]=[C:5]([O:11][C:12]2[C:17]([C:18]([O:20][CH2:37][CH2:36][Si:35]([CH3:40])([CH3:39])[CH3:34])=[O:19])=[C:16]([F:21])[CH:15]=[CH:14][CH:13]=2)[N:6]=1 |f:3.4.5|. Reported procedure: 6-(4,6-dimethoxypyrimidin-2-yl)oxy-2-fluorobenzoic acid (3.0 g) and carbonyldiimidazole (1.8 g) were dissolved in 50 ml of tetrahydrofuran, and the mixture was refluxed under heating and stirring for one hour. After cooling the reaction solution, 2-(trimethylsilyl)ethanol (6.0 g) and potassium carbonate (1.5 g) were added thereto, and the mixture was refluxed under heating and stirring for one hour. The reaction solution was poured into ice water and extracted with ethyl ether. The extract was w... The reactants are diazonium salt, O(C(=S)[S-])CC.[K+] (potassium ethyl xanthate), C([O-])([O-])=O.[Na+].[Na+] (sodium carbonate), Cl (HCl), N(=O)[O-].[Na+] (sodium nitrite), NC1=CC=C(C=C1)CC(=O)O (2-(4-aminophenyl)acetic acid), Cl (HCl). Solvent: O (water), O (water), O (water). Run at temperature 45 celsius, time 45 minute. Yields the product C(C)OC(=S)SC1=CC=C(C=C1)CC(=O)O (2-(4-((ethoxycarbonothioyl)thio)phenyl)acetic acid). Isolated yield 73.1%. RXN SMILES: N([O-])=O.[Na+].N[C:6]1[CH:11]=[CH:10][C:9]([CH2:12][C:13]([OH:15])=[O:14])=[CH:8][CH:7]=1.Cl.[O:17]([CH2:21][CH3:22])[C:18]([S-:20])=[S:19].[K+].C(=O)([O-])[O-].[Na+].[Na+]>O>[CH2:21]([O:17][C:18]([S:20][C:6]1[CH:11]=[CH:10][C:9]([CH2:12][C:13]([OH:15])=[O:14])=[CH:8][CH:7]=1)=[S:19])[CH3:22] |f:0.1,4.5,6.7.8|. Reported procedure: A solution of sodium nitrite (18.4 g, 0.267 mol) in water (133 mL) was added dropwise to a suspension of 2-(4-aminophenyl)acetic acid (40.3 g, 0.267 mol) in water (133 mL) and conc. HCl (54 mL, 0.65 mol) at 0° C. After addition, the reaction mixture was stirred at the same temperature for 45 min. The solution of the cold diazonium salt was then added dropwise to a mixture of potassium ethyl xanthate (49.3 g, 0.31 mol), water (80 mL) and aqueous sodium carbonate solution (200 mL, 2 M) at rt. Afte...